Task: describe an organic reaction: reactants, conditions, products, and yield. Dataset: the Open Reaction Database (ORD), a public repository of structured organic reaction records The reactants are CCCCCCCCCC=Cc1ccc(OCCBr)cc1, CCOC(=O)CC(=O)OCC, CCO, [Na]. The product is CCCCCCCCCC=Cc1ccc(OCCC(C(=O)OCC)C(=O)OCC)cc1. RXN SMILES: [Br:13][CH2:14][CH2:15][O:16][c:17]1[cH:18][cH:19][c:20]([CH:23]=[CH:24][CH2:25][CH2:26][CH2:27][CH2:28][CH2:29][CH2:30][CH2:31][CH2:32][CH3:33])[cH:21][cH:22]1.[C:2]([CH2:3][C:4](=[O:5])[O:6][CH2:7][CH3:8])(=[O:9])[O:10][CH2:11][CH3:12].[CH3:34][CH2:35][OH:36].[Na:1]>>[C:2]([CH:3]([C:4](=[O:5])[O:6][CH2:7][CH3:8])[CH2:14][CH2:15][O:16][c:17]1[cH:18][cH:19][c:20]([CH:23]=[CH:24][CH2:25][CH2:26][CH2:27][CH2:28][CH2:29][CH2:30][CH2:31][CH2:32][CH3:33])[cH:21][cH:22]1)(=[O:9])[O:10][CH2:11][CH3:12].